Dataset: the Open Reaction Database (ORD), a public repository of structured organic reaction records. Task: describe an organic reaction: reactants, conditions, products, and yield Starting materials: O=C(NCCCC=1C=CC=CC1C(F)(F)F)C(F)(F)F. Reagents/catalysts: O=S(=O)([O-])CC=1C=NC(=CC1)C2=NC=C(C=C2)C.CCCC[N+](CCCC)(CCCC)CCCC, O1B(OC(C)(C)C1(C)C)B2OC(C)(C)C(O2)(C)C, C[OH2+].C[OH2+].C1CC=CCCC=C1.C1CC=CCCC=C1.[Ir].[Ir]. The solvent is O1CCCC1. Run at temperature 50 celsius, time 20 hour. The product is O=C(NCCCC1=CC(=CC=C1C(F)(F)F)B2OC(C)(C)C(O2)(C)C)C(F)(F)F, O=C(NCCCC1=CC=C(C=C1C(F)(F)F)B2OC(C)(C)C(O2)(C)C)C(F)(F)F. Yield: 5.0%. Procedure: Following general procedure F using 2,2,2‐trifluoro‐N‐(3‐(2‐(trifluoromethyl)phenyl)propyl)acetamide (74.8 mg, 0.25 mmol), B2pin2 (127 mg, 0.50 mmol), [Ir(COD)OMe]2 (2.5 mg, 0.00375 mmol) and 1A (3.8 mg, 0.0075 mmol) in THF (1.25 mL). The reaction was stirred at 50 °C for 20 hours before cooling and the solventsremoved. Analysis of crude 1 H NMR using internalstandard 1,2‐dimethoxyethane showed 19.5:1 meta:para borylation in 97% yield. The crude product was purified by silica gel chromatography ... Starting materials: BrC=1C=NN(C1C1CN(CCC1)C(=O)OC(C)(C)C)C (tert-butyl 3-(4-bromo-1-methyl-1H-pyrazol-5-yl)piperidine-1-carboxylate), CC1=NN(C(=N1)C=1N=C2C3=CC=C(C=C3OCCN2C1)B(O)O)C(C)C ({4-[3-methyl-1-(propan-2-yl)-1H-1,2,4-triazol-5-yl]-9-oxa-3,6-diazatricyclo[8.4.0.02,6]tetradeca1(14),2,4,10,12-pentaen-12-yl}boronic acid), C(=O)([O-])[O-].[K+].[K+] (K2CO3). The reagents and catalysts are C1=CC=C(C=C1)P([C-]2C=CC=C2)C3=CC=CC=C3.C1=CC=C(C=C1)P([C-]2C=CC=C2)C3=CC=CC=C3.Cl[Pd]Cl.[Fe+2] (Pd(dppf)Cl2). Run in O1CCOCC1 (dioxane). Run at temperature 80 celsius, time 18 hour. Yields the product 1-tert-butyl-5-(1-methyl-4-{4-[3-methyl-1-(propan-2-yl)-1H-1,2,4-triazol-5-yl]-9-oxa-3,6-diazatricyclo[8.4.0.02,6]tetradeca1(14),2,4,10,12-pentaen-12-yl}-1H-pyrazol-5-yl)-λ3,3-oxazocan-2-one. Isolated yield 50.0%. RXN SMILES: Br[C:2]1[CH:3]=[N:4][N:5]([CH3:20])[C:6]=1[CH:7]1[CH2:12][CH2:11][CH2:10][N:9]([C:13]([O:15][C:16]([CH3:19])([CH3:18])[CH3:17])=[O:14])[CH2:8]1.[CH3:21][C:22]1[N:26]=[C:25]([C:27]2[N:28]=[C:29]3[N:39]([CH:40]=2)[CH2:38][CH2:37][O:36][C:35]2[C:30]3=[CH:31][CH:32]=[C:33](B(O)O)[CH:34]=2)[N:24]([CH:44]([CH3:46])[CH3:45])[N:23]=1.C([O-])([O-])=O.[K+].[K+]>O1CCOCC1.C1C=CC(P(C2C=CC=CC=2)[C-]2C=CC=C2)=CC=1.C1C=CC(P(C2C=CC=CC=2)[C-]2C=CC=C2)=CC=1.Cl[Pd]Cl.[Fe+2]>[C:16]([O:15]1[CH2:10][CH2:11][CH2:12][CH:7]([C:6]2[N:5]([CH3:20])[N:4]=[CH:3][C:2]=2[C:33]2[CH:34]=[C:35]3[C:30](=[CH:31][CH:32]=2)[C:29]2[N:39]([CH:40]=[C:27]([C:25]4[N:24]([CH:44]([CH3:45])[CH3:46])[N:23]=[C:22]([CH3:21])[N:26]=4)[N:28]=2)[CH2:38][CH2:37][O:36]3)[CH2:8][NH:9][C:13]1=[O:14])([CH3:19])([CH3:18])[CH3:17] |f:2.3.4,6.7.8.9|. Procedure: To a solution of tert-butyl 3-(4-bromo-1-methyl-1H-pyrazol-5-yl)piperidine-1-carboxylate (680 mg, 1.98 mmol) in dioxane (20.0 mL), was added {4-[3-methyl-1-(propan-2-yl)-1H-1,2,4-triazol-5-yl]-9-oxa-3,6-diazatricyclo[8.4.0.02,6]tetradeca1(14),2,4,10,12-pentaen-12-yl}boronic acid (660 mg, 1.87 mmol), K2CO3 (780 mg, 5.70 mmol), and Pd(dppf)Cl2 (117 mg, 0.19 mmol). The resulting mixture was stirred at 80° C. for 18 h. After concentration, the residue was diluted with EtOAc (20 mL) and washed with b... Yields the product CCOC(=O)Cc1ccc(N)c(Cl)c1. As a reaction SMILES: [CH2:9]([CH3:10])[O:11][C:12]([CH2:13][c:14]1[cH:15][cH:16][c:17]([NH2:20])[cH:18][cH:19]1)=[O:21].[CH3:22][C:23]#[N:24].[Cl:1][N:2]1[C:3](=[O:4])[CH2:5][CH2:6][C:7]1=[O:8]>>[Cl:1][c:18]1[c:17]([NH2:20])[cH:16][cH:15][c:14]([CH2:13][C:12]([O:11][CH2:9][CH3:10])=[O:21])[cH:19]1. The reactants are CCOC(=O)Cc1ccc(N)cc1, CC#N, O=C1CCC(=O)N1Cl. Reactants: Br, CCC(C)=O, CC(=O)O, NC(=O)NC1CCCc2ccccc21, O, O. The product is NC(=O)NC1CCC(=O)c2ccccc21. RXN SMILES: [BrH:15].[CH2:16]([C:17]([CH3:18])=[O:19])[CH3:20].[CH3:22][C:23](=[O:24])[OH:25].[CH:1]1([NH:11][C:12](=[O:13])[NH2:14])[CH2:2][CH2:3][CH2:4][c:5]2[cH:6][cH:7][cH:8][cH:9][c:10]21.[O:21].[OH2:26]>>[CH:1]1([NH:11][C:12](=[O:13])[NH2:14])[CH2:2][CH2:3][C:4](=[O:19])[c:5]2[cH:6][cH:7][cH:8][cH:9][c:10]21. The reactants are [Al+3], C1CCOC1, [H-], [H-], [H-], [H-], [Li+], [Na+], [OH-], O, O=C(O)Cc1c[nH]c2ccccc12. The product is OCCc1c[nH]c2ccccc12. Reaction SMILES: [Al+3:2].[CH2:23]1[O:24][CH2:25][CH2:26][CH2:27]1.[H-:1].[H-:4].[H-:5].[H-:6].[Li+:3].[Na+:22].[OH-:21].[OH2:20].[OH:7][C:8](=[O:9])[CH2:10][c:11]1[cH:12][nH:13][c:14]2[cH:15][cH:16][cH:17][cH:18][c:19]12>>[OH:7][CH2:8][CH2:10][c:11]1[cH:12][nH:13][c:14]2[cH:15][cH:16][cH:17][cH:18][c:19]12.